Task: describe an organic reaction: reactants, conditions, products, and yield. Dataset: the Open Reaction Database (ORD), a public repository of structured organic reaction records Reactants: NC1=CC=CC=C1 (aniline), C(C=C)C12C3C(C(C=C1)C2)C(=O)OC3=O (allyl-bicyclo[2.2.1]hept-5-ene-2,3-dicarboxylic acid anhydride). Reaction conditions: temperature 150 celsius. Product: C1(=CC=CC=C1)N=C(O)C1C2(C=CC(C1C(=O)O)C2)CC=C (Allyl-bicyclo[2.2.1]hept-5-ene-2,3-dicarboxylic acid N-phenylimide). RXN SMILES: [NH2:1][C:2]1[CH:7]=[CH:6][CH:5]=[CH:4][CH:3]=1.[CH2:8]([C:11]12[CH2:17][CH:14]([CH:15]=[CH:16]1)[CH:13]1[C:18]([O:20][C:21](=[O:22])[CH:12]21)=[O:19])[CH:9]=[CH2:10]>>[C:2]1([N:1]=[C:21]([CH:12]2[CH:13]([C:18]([OH:20])=[O:19])[CH:14]3[CH2:17][C:11]2([CH2:8][CH:9]=[CH2:10])[CH:16]=[CH:15]3)[OH:22])[CH:7]=[CH:6][CH:5]=[CH:4][CH:3]=1. Procedure details: 93 g of aniline are added dropwise to 102 g of allyl-bicyclo[2.2.1]hept-5-ene-2,3-dicarboxylic acid anhydride, while stirring. During this addition, the temperature rises to 80° C. The mixture is heated to 150° C. and the pressure is reduced to 4,266 Pa. 9 ml of water and 46 ml of aniline distil off. Distillation gives 82.37 g (60% of theory) of a viscous yellow oil of boiling point 183° C. under 12 Pa, nD20 1.5738 and η25 105.6 Pa.s. The reactants are [Al+3], N#Cc1cccc(Cn2nc(NS(=O)(=O)c3ccc(Cl)s3)c3c(Cl)cccc32)c1, [H-], [H-], [H-], [H-], [Li+], C1CCOC1. Yields the product NCc1cccc(Cn2nc(NS(=O)(=O)c3ccc(Cl)s3)c3c(Cl)cccc32)c1. As a reaction SMILES: [Al+3:31].[Cl:1][c:2]1[cH:3][cH:4][c:5]([S:7](=[O:8])(=[O:9])[NH:10][c:11]2[n:12][n:13]([CH2:21][c:22]3[cH:23][c:24]([C:28]#[N:29])[cH:25][cH:26][cH:27]3)[c:14]3[cH:15][cH:16][cH:17][c:18]([Cl:20])[c:19]23)[s:6]1.[H-:30].[H-:33].[H-:34].[H-:35].[Li+:32].[O:36]1[CH2:37][CH2:38][CH2:39][CH2:40]1>>[Cl:1][c:2]1[cH:3][cH:4][c:5]([S:7](=[O:8])(=[O:9])[NH:10][c:11]2[n:12][n:13]([CH2:21][c:22]3[cH:23][c:24]([CH2:28][NH2:29])[cH:25][cH:26][cH:27]3)[c:14]3[cH:15][cH:16][cH:17][c:18]([Cl:20])[c:19]23)[s:6]1. Reactants: C1CCOC1, CO, [Li+], CCOC(=O)CC1OB(O)c2cc(OC)cc(CN)c21, [OH-], O. Product: COc1cc(CN)c2c(c1)B(O)OC2CC(=O)O. RXN SMILES: [CH2:23]1[O:24][CH2:25][CH2:26][CH2:27]1.[CH3:28][OH:29].[Li+:22].[NH2:1][CH2:2][c:3]1[cH:4][c:5]([O:19][CH3:20])[cH:6][c:7]2[c:11]1[CH:10]([CH2:12][C:13](=[O:14])[O:15][CH2:16][CH3:17])[O:9][B:8]2[OH:18].[OH-:21].[OH2:30]>>[NH2:1][CH2:2][c:3]1[cH:4][c:5]([O:19][CH3:20])[cH:6][c:7]2[c:11]1[CH:10]([CH2:12][C:13](=[O:14])[OH:15])[O:9][B:8]2[OH:18].